Task: describe an organic reaction: reactants, conditions, products, and yield. Dataset: the Open Reaction Database (ORD), a public repository of structured organic reaction records Reactants: O (water), [OH-].[Na+] (sodium hydroxide), P(OC)(OC)[O-] (dimethyl phosphite), ClC1=NC(=CC=C1)C(Cl)(Cl)Cl (2-chloro-6-(trichloromethyl)pyridine). Run in CN1C(CCC1)=O (N-methylpyrrolidone). Reaction conditions: time 5 minute. Product: ClC1=NC(=CC=C1)C(Cl)Cl (2-chloro-6-(dichloromethyl)pyridine). Yield: 71.3%. As a reaction SMILES: [Cl:1][C:2]1[CH:7]=[CH:6][CH:5]=[C:4]([C:8](Cl)([Cl:10])[Cl:9])[N:3]=1.[OH-].[Na+].P([O-])(OC)OC.O>CN1CCCC1=O>[Cl:1][C:2]1[CH:7]=[CH:6][CH:5]=[C:4]([CH:8]([Cl:10])[Cl:9])[N:3]=1 |f:1.2|. Procedure details: In a reaction vessel fitted with a magnetic stirrer, 2.31 grams (10 mmole) of 2-chloro-6-(trichloromethyl)pyridine was dissolved in 25 ml of N-methylpyrrolidone. To this mixture was added 2.0 grams of 50% aqueous sodium hydroxide and 1.29 grams (10.2 mmole) of dimethyl phosphite. Within five minutes the temperature rose from 24° C. to 55° C. Analysis by glc indicated a ratio of 97.6/1.7 for reduced product to starting material. The reaction mixture was poured into 100 ml of water and the oil whi... Starting materials: Nc1cccc(-c2c(Cc3ccccc3)cnc3c(C(F)(F)F)cccc23)c1, COc1ccc(C=O)cc1F. Yields the product COc1ccc(CNc2cccc(-c3c(Cc4ccccc4)cnc4c(C(F)(F)F)cccc34)c2)cc1F. As a reaction SMILES: [CH2:1]([c:2]1[cH:3][cH:4][cH:5][cH:6][cH:7]1)[c:8]1[cH:9][n:10][c:11]2[c:12]([C:25]([F:26])([F:27])[F:28])[cH:13][cH:14][cH:15][c:16]2[c:17]1-[c:18]1[cH:19][c:20]([NH2:24])[cH:21][cH:22][cH:23]1.[F:29][c:30]1[cH:31][c:32]([CH:33]=[O:34])[cH:35][cH:36][c:37]1[O:38][CH3:39]>>[CH2:1]([c:2]1[cH:3][cH:4][cH:5][cH:6][cH:7]1)[c:8]1[cH:9][n:10][c:11]2[c:12]([C:25]([F:26])([F:27])[F:28])[cH:13][cH:14][cH:15][c:16]2[c:17]1-[c:18]1[cH:19][c:20]([NH:24][CH2:33][c:32]2[cH:31][c:30]([F:29])[c:37]([O:38][CH3:39])[cH:36][cH:35]2)[cH:21][cH:22][cH:23]1.